This data is from the Open Reaction Database (ORD), a public repository of structured organic reaction records. The task is: describe an organic reaction: reactants, conditions, products, and yield Reactants: COc1cc(Br)ccn1, CS(C)=O, [K+], [K+], O=C([O-])[O-], OB(O)C=Cc1ccccc1. Yields the product COc1cc(C=Cc2ccccc2)ccn1. RXN SMILES: [Br:1][c:2]1[cH:3][c:4]([O:8][CH3:9])[n:5][cH:6][cH:7]1.[CH3:27][S:28]([CH3:29])=[O:30].[K+:21].[K+:22].[O-:23][C:24]([O-:25])=[O:26].[c:10]1([CH:16]=[CH:17][B:18]([OH:19])[OH:20])[cH:11][cH:12][cH:13][cH:14][cH:15]1>>[c:2]1([CH:17]=[CH:16][c:10]2[cH:11][cH:12][cH:13][cH:14][cH:15]2)[cH:3][c:4]([O:8][CH3:9])[n:5][cH:6][cH:7]1. Product: FC=1C=C(C=CC1)C1=NNC2=CC(=CC=C12)[N+](=O)[O-] (3-(3-Fluorophenyl)-6-nitro-1H-indazole). The solvent is CN1C(CCC1)=O (N-methylpyrrolidone). Run at temperature 180 celsius, time 2 hour. The reactants are C(C)(=O)OCC (ethyl acetate), BrC1=NNC2=CC(=CC=C12)[N+](=O)[O-] (3-bromo-6-nitro-1H-indazole), FC=1C=C(C=CC1)[Sn](CCCC)(CCCC)CCCC ((3-fluorophenyl)tri-n-butyltin). Reagents/catalysts: C=1C=CC(=CC1)[P](C=2C=CC=CC2)(C=3C=CC=CC3)[Pd]([P](C=4C=CC=CC4)(C=5C=CC=CC5)C=6C=CC=CC6)([P](C=7C=CC=CC7)(C=8C=CC=CC8)C=9C=CC=CC9)[P](C=1C=CC=CC1)(C=1C=CC=CC1)C=1C=CC=CC1 (tetrakis(triphenylphosphine)palladium(0)). Isolated yield 28.4%. RXN SMILES: Br[C:2]1[C:10]2[C:5](=[CH:6][C:7]([N+:11]([O-:13])=[O:12])=[CH:8][CH:9]=2)[NH:4][N:3]=1.[F:14][C:15]1[CH:16]=[C:17]([Sn](CCCC)(CCCC)CCCC)[CH:18]=[CH:19][CH:20]=1.C(OCC)(=O)C>CN1CCCC1=O.C1C=CC([P]([Pd]([P](C2C=CC=CC=2)(C2C=CC=CC=2)C2C=CC=CC=2)([P](C2C=CC=CC=2)(C2C=CC=CC=2)C2C=CC=CC=2)[P](C2C=CC=CC=2)(C2C=CC=CC=2)C2C=CC=CC=2)(C2C=CC=CC=2)C2C=CC=CC=2)=CC=1>[F:14][C:15]1[CH:20]=[C:19]([C:2]2[C:10]3[C:5](=[CH:6][C:7]([N+:11]([O-:13])=[O:12])=[CH:8][CH:9]=3)[NH:4][N:3]=2)[CH:18]=[CH:17][CH:16]=1 |^1:50,52,71,90|. Procedure: To a solution of 1.0 g of 3-bromo-6-nitro-1H-indazole in 10 ml N-methylpyrrolidone were added 2.0 g of (3-fluorophenyl)tri-n-butyltin, and 480 mg of tetrakis(triphenylphosphine)palladium(0), and the mixture was stirred at 180° C. for 2 hours. To the reaction mixture was added 60 ml of ethyl acetate. The mixture was sequentially washed with water (×2) and brine, dried over anhydrous magnesium sulfate and the solvent was evaporated. The crude product was purified and separated by silica gel column... The reactants are CCOC(=O)CC(C)(C)CN1C(=O)c2cc3oc(-c4ccc([N+](=O)[O-])cc4)cc3n2C1=S, O, O=C(O)C(F)(F)F. The product is CC(C)(CC(=O)O)CN1C(=O)c2cc3oc(-c4ccc([N+](=O)[O-])cc4)cc3n2C1=S. RXN SMILES: [CH2:1]([CH3:2])[O:3][C:4]([CH2:5][C:6]([CH2:7][N:8]1[C:9](=[O:29])[c:10]2[n:11]([c:12]3[cH:13][c:14](-[c:18]4[cH:19][cH:20][c:21]([N+:24](=[O:25])[O-:26])[cH:22][cH:23]4)[o:15][c:16]3[cH:17]2)[C:27]1=[S:28])([CH3:30])[CH3:31])=[O:32].[OH2:33].[OH:34][C:35]([C:36]([F:37])([F:38])[F:39])=[O:40]>>[O:3]=[C:4]([CH2:5][C:6]([CH2:7][N:8]1[C:9](=[O:29])[c:10]2[n:11]([c:12]3[cH:13][c:14](-[c:18]4[cH:19][cH:20][c:21]([N+:24](=[O:25])[O-:26])[cH:22][cH:23]4)[o:15][c:16]3[cH:17]2)[C:27]1=[S:28])([CH3:30])[CH3:31])[OH:32]. Starting materials: [H-].[Na+] (sodium hydride), O (water), C(C)OP(=O)(OCC)CC(=O)OC(C)(C)C (tert-butyl (diethoxyphosphoryl)acetate), ClC1=C(C=O)C=CC=C1[N+](=O)[O-] (2-chloro-3-nitrobenzaldehyde). The solvent is C1(=CC=CC=C1)C (toluene), C1CCOC1 (THF). Run at temperature 0 celsius, time 30 minute. Yields the product ClC1=C(C=CC=C1[N+](=O)[O-])/C=C/C(=O)OC(C)(C)C (tert-Butyl(2E)-3-(2-chloro-3-nitrophenyl)prop-2-enoate). As a reaction SMILES: [H-].[Na+].C(OP([CH2:11][C:12]([O:14][C:15]([CH3:18])([CH3:17])[CH3:16])=[O:13])(OCC)=O)C.[Cl:19][C:20]1[C:27]([N+:28]([O-:30])=[O:29])=[CH:26][CH:25]=[CH:24][C:21]=1[CH:22]=O.O>C1(C)C=CC=CC=1.C1COCC1>[Cl:19][C:20]1[C:27]([N+:28]([O-:30])=[O:29])=[CH:26][CH:25]=[CH:24][C:21]=1/[CH:22]=[CH:11]/[C:12]([O:14][C:15]([CH3:16])([CH3:17])[CH3:18])=[O:13] |f:0.1|. Reported procedure: Under argon, 98 mg (2.46 mmol, 60% pure) of sodium hydride were suspended in 2 ml of toluene and 2 ml of THF, and the suspension was cooled to 0° C. 0.6 ml (2.57 mmol) of tert-butyl (diethoxyphosphoryl)acetate was then slowly added dropwise, and the mixture was stirred at 0° C. for 30 min. 415 mg (2.24 mmol) of 2-chloro-3-nitrobenzaldehyde were then added to the reaction mixture, and the reaction mixture was then warmed to room temperature. The mixture was stirred at room temperature for 2 hours...